Dataset: the Open Reaction Database (ORD), a public repository of structured organic reaction records. Task: describe an organic reaction: reactants, conditions, products, and yield Starting materials: C(C)(C)(C)C1CCC(CC1)C=1C=C(C=CC1)NC(CC1=CC(=C(C=C1)OCC(=O)OCC)OC)=O (N-[3-(4-tert-Butylcyclohexan-1-yl)phenyl]-4-ethoxycarbonylmethyloxy-3-methoxyphenylacetamide), [Cl-].[NH4+] (ammonium chloride), C(C)(C)(C)C1CCC(CC1)C=1C=C(C=CC1)NC(C(C1=CC(=C(C=C1)C(=O)O)OC)OC)=O (N-[3-(4-tert-butylcyclohexan-1-yl)phenyl]-4-carboxy-methyloxy-3-methoxyphenylacetamide), [BH4-].[Na+] (sodium borohydride). The solvent is C(C)O (ethanol). Conditions: time 2 hour. Product: C(C)(C)(C)C1CCC(CC1)C=1C=C(C=CC1)NC(CC1=CC(=C(C=C1)OCCO)OC)=O (N-[3-(4-tert-butylcyclohexan-1-yl)phenyl]-4-(2-hydroxyethyloxy)-3-methoxyphenylacetamide). Yield: 50.2%. As a reaction SMILES: [C:1]([CH:5]1[CH2:10][CH2:9][CH:8]([C:11]2[CH:12]=[C:13]([NH:17][C:18](=[O:35])[CH2:19][C:20]3[CH:25]=[CH:24][C:23]([O:26][CH2:27][C:28](OCC)=[O:29])=[C:22]([O:33][CH3:34])[CH:21]=3)[CH:14]=[CH:15][CH:16]=2)[CH2:7][CH2:6]1)([CH3:4])([CH3:3])[CH3:2].C(C1CCC(C2C=C(NC(=O)C(OC)C3C=CC(C(O)=O)=C(OC)C=3)C=CC=2)CC1)(C)(C)C.[BH4-].[Na+].[Cl-].[NH4+]>C(O)C>[C:1]([CH:5]1[CH2:10][CH2:9][CH:8]([C:11]2[CH:12]=[C:13]([NH:17][C:18](=[O:35])[CH2:19][C:20]3[CH:25]=[CH:24][C:23]([O:26][CH2:27][CH2:28][OH:29])=[C:22]([O:33][CH3:34])[CH:21]=3)[CH:14]=[CH:15][CH:16]=2)[CH2:7][CH2:6]1)([CH3:4])([CH3:2])[CH3:3] |f:2.3,4.5|. Procedure details: N-[3-(4-tert-Butylcyclohexan-1-yl)phenyl]-4-ethoxycarbonylmethyloxy-3-methoxyphenylacetamide (240 mg), which is an intermediate of Example 72, is dissolved in ethanol, and thereto is added sodium borohydride (35 mg), and the mixture is stirred at room temperature for 2 hours. A saturated aqueous ammonium chloride solution is added thereto, and the mixture is extracted with chloroform. The extracted is washed with water, and the solvent is evaporated under reduced pressure. The residue is purifie... Reactants: CCCOc1cc(NC(=O)OC(C)(C)C)c(NC(=O)CC(=O)c2cccc(-c3ccc(C4CC4)nc3)c2)cc1C(F)(F)F, ClCCl, O=C(O)C(F)(F)F. Product: CCCOc1cc2c(cc1C(F)(F)F)NC(=O)CC(c1cccc(-c3ccc(C4CC4)nc3)c1)=N2. RXN SMILES: [C:1]([O:2][C:3](=[O:4])[NH:7][c:8]1[c:9]([NH:22][C:23]([CH2:24][C:25](=[O:5])[c:27]2[cH:28][c:29](-[c:33]3[cH:34][n:35][c:36]([CH:39]4[CH2:40][CH2:41]4)[cH:37][cH:38]3)[cH:30][cH:31][cH:32]2)=[O:42])[cH:10][c:11]([C:18]([F:19])([F:20])[F:21])[c:12]([O:14][CH2:15][CH2:16][CH3:17])[cH:13]1)([CH3:6])([CH3:26])[CH3:43].[Cl:51][CH2:52][Cl:53].[F:44][C:45]([F:46])([F:47])[C:48]([OH:49])=[O:50]>>[N:7]1=[C:25]([c:27]2[cH:28][c:29](-[c:33]3[cH:34][n:35][c:36]([CH:39]4[CH2:40][CH2:41]4)[cH:37][cH:38]3)[cH:30][cH:31][cH:32]2)[CH2:24][C:23](=[O:42])[NH:22][c:9]2[c:8]1[cH:13][c:12]([O:14][CH2:15][CH2:16][CH3:17])[c:11]([C:18]([F:19])([F:20])[F:21])[cH:10]2.